From a dataset of the Open Reaction Database (ORD), a public repository of structured organic reaction records. describe an organic reaction: reactants, conditions, products, and yield The reactants are COC(=O)C=1C=CC(=C(C(=O)O)C1)C (5-(methoxycarbonyl)-2-methylbenzoic acid), CCN(C(C)C)C(C)C (n,n-diisopropylethylamine), C=1C=CC2=C(C1)N=NN2O (HOBt), Cl.CN(CCCN=C=NCC)C (1-(3-dimethylaminopropyl)-3-ethylcarbodiimide hydrochloride), NC1=NC=C(C=C1)N (2,5-diaminopyridine). Solvent: ClCCl (dicloromethane). Reaction SMILES: [CH3:1][O:2][C:3]([C:5]1[CH:6]=[CH:7][C:8]([CH3:14])=[C:9]([CH:13]=1)[C:10]([OH:12])=O)=[O:4].CCN(C(C)C)C(C)C.C1C=CC2N(O)N=NC=2C=1.Cl.CN(C)CCCN=C=NCC.[NH2:46][C:47]1[CH:52]=[CH:51][C:50]([NH2:53])=[CH:49][N:48]=1>ClCCl>[NH2:46][C:47]1[N:48]=[CH:49][C:50]([NH:53][C:10]([C:9]2[CH:13]=[C:5]([CH:6]=[CH:7][C:8]=2[CH3:14])[C:3]([O:2][CH3:1])=[O:4])=[O:12])=[CH:51][CH:52]=1 |f:3.4|. Conditions: time 18 hour. Yields the product NC1=CC=C(C=N1)NC(=O)C=1C=C(C(=O)OC)C=CC1C (methyl 3-((6-aminopyridin-3-yl)carbamoyl)-4-methylbenzoate). Reported procedure: In a round-bottomed flask was charged 5-(methoxycarbonyl)-2-methylbenzoic acid (0.2 g, 1.0 mmol), dicloromethane (3 ml), n,n-diisopropylethylamine (0.7 ml, 4.0 mmol), HOBt (0.16 g, 1.2 mmol), 1-(3-dimethylaminopropyl)-3-ethylcarbodiimide hydrochloride (0.24 g, 1.2 mmol), and 2,5-diaminopyridine (0.11 g, 1.0 mmol) in that order. The reaction mixture was stirred at RT under N2 for 18 h. The reaction was partitioned between DCM (30 ml) and brine (20 mL). The aqueous layer was back extracted with DC... Starting materials: C(C)OC(=O)C=1N=CC=2NC3=CC=C(C=C3C2C1C)C1CC(OC1)O (6-(2-hydroxytetrahydrofuran-4-yl)-4-methyl-β-carboline-3-carboxylic acid ethyl ester), C1(=CC=C(C=C1)S(=O)(=O)O)C (p-toluenesulfonic acid), C(OCC)(OCC)OCC (triethyl orthoformate). The solvent is C1(=CC=CC=C1)C (toluene). Reported procedure: 100 mg (0.29 mmol) of 6-(2-hydroxytetrahydrofuran-4-yl)-4-methyl-β-carboline-3-carboxylic acid ethyl ester is refluxed in 5 ml of toluene with 10 mg of p-toluenesulfonic acid and 52 mg (0.35 mmol) of triethyl orthoformate for 1.5 hours. After concentration, the mixture is chromatographed over silica gel with toluene:glacial acetic acid:water=10:10:1 thus obtaining 29 mg (27% of theory) of 6-(2-ethoxytetrahydrofuran-4-yl)-4-methyl-β-carboline-3-carboxylic acid ethyl ester as an oil. The yield is 135.5%. Product: C(C)OC(=O)C=1N=CC=2NC3=CC=C(C=C3C2C1C)C1CC(OC1)OCC (6-(2-ethoxytetrahydrofuran-4-yl)-4-methyl-β-carboline-3-carboxylic acid ethyl ester). Reaction SMILES: [CH2:1]([O:3][C:4]([C:6]1[N:7]=[CH:8][C:9]2[NH:10][C:11]3[C:16]([C:17]=2[C:18]=1[CH3:19])=[CH:15][C:14]([CH:20]1[CH2:24][O:23][CH:22]([OH:25])[CH2:21]1)=[CH:13][CH:12]=3)=[O:5])[CH3:2].[C:26]1(C)C=CC(S(O)(=O)=O)=C[CH:27]=1.C(OCC)(OCC)OCC>C1(C)C=CC=CC=1>[CH2:1]([O:3][C:4]([C:6]1[N:7]=[CH:8][C:9]2[NH:10][C:11]3[C:16]([C:17]=2[C:18]=1[CH3:19])=[CH:15][C:14]([CH:20]1[CH2:24][O:23][CH:22]([O:25][CH2:26][CH3:27])[CH2:21]1)=[CH:13][CH:12]=3)=[O:5])[CH3:2]. Reactants: BrC1=C2C=C(NC2=CC=C1)C (4-bromo-2-methyl-1H-indole), CN1CCCC1=O (NMP). Reagents/catalysts: [C-]#N.[C-]#N.[Zn+2] (Zn(CN)2), [Zn] (Zn), C1=CC=C(C=C1)P([C-]2C=CC=C2)C3=CC=CC=C3.C1=CC=C(C=C1)P([C-]2C=CC=C2)C3=CC=CC=C3.[Fe+2] (dppf), C=1C=CC(=CC1)/C=C/C(=O)/C=C/C2=CC=CC=C2.C=1C=CC(=CC1)/C=C/C(=O)/C=C/C2=CC=CC=C2.C=1C=CC(=CC1)/C=C/C(=O)/C=C/C2=CC=CC=C2.[Pd].[Pd] (Pd2(dba)3). Conditions: temperature 120 celsius. Yields the product CC=1NC=2C=CC=C(C2C1)C#N (2-methyl-1H-indole-4-carbonitrile). Yield: 96.0%. As a reaction SMILES: Br[C:2]1[CH:10]=[CH:9][CH:8]=[C:7]2[C:3]=1[CH:4]=[C:5]([CH3:11])[NH:6]2.[CH3:12][N:13]1C(=O)CCC1>[C-]#N.[C-]#N.[Zn+2].[Zn].C1C=CC(P(C2C=CC=CC=2)[C-]2C=CC=C2)=CC=1.C1C=CC(P(C2C=CC=CC=2)[C-]2C=CC=C2)=CC=1.[Fe+2].C1C=CC(/C=C/C(/C=C/C2C=CC=CC=2)=O)=CC=1.C1C=CC(/C=C/C(/C=C/C2C=CC=CC=2)=O)=CC=1.C1C=CC(/C=C/C(/C=C/C2C=CC=CC=2)=O)=CC=1.[Pd].[Pd]>[CH3:11][C:5]1[NH:6][C:7]2[CH:8]=[CH:9][CH:10]=[C:2]([C:12]#[N:13])[C:3]=2[CH:4]=1 |f:2.3.4,6.7.8,9.10.11.12.13|. Reported procedure: A mixture of 4-bromo-2-methyl-1H-indole (572 mg, 2.72 mmol), Zn(CN)2 (351 mg, 3.0 mmol), Zn (35 mg, 0.54 mmol), dppf (606 mg, 1.09 mmol), and Pd2(dba)3 (498 mg, 0.54 mmol) in NMP (10 mL) under argon atmosphere was heated at 120° C. for 18 h. After cooling to RT, the reaction mixture was partitioned between EtOAc (300 mL) and water (50 mL). The organic layer was washed with brine, dried (MgSO4), filtered and concentrated in vacuo. The residue was purified by SiO2 chromatography eluting with petro...